From a dataset of the Open Reaction Database (ORD), a public repository of structured organic reaction records. describe an organic reaction: reactants, conditions, products, and yield Starting materials: CN(C)C=O, Cc1ccccc1, CO, Cc1ncc([N+](=O)[O-])n1CCCl, [Na], O=C1NC(=O)C(c2ccccc2)(c2ccccc2)N1. Yields the product Cc1ncc([N+](=O)[O-])n1CCN1C(=O)NC(c2ccccc2)(c2ccccc2)C1=O. As a reaction SMILES: [CH3:33][N:34]([CH3:35])[CH:36]=[O:37].[CH3:38][c:39]1[cH:40][cH:41][cH:42][cH:43][cH:44]1.[CH3:45][OH:46].[Cl:1][CH2:2][CH2:3][n:4]1[c:5]([CH3:12])[n:6][cH:7][c:8]1[N+:9](=[O:10])[O-:11].[Na:13].[c:14]1([C:20]2([c:27]3[cH:28][cH:29][cH:30][cH:31][cH:32]3)[C:21](=[O:26])[NH:22][C:23](=[O:25])[NH:24]2)[cH:15][cH:16][cH:17][cH:18][cH:19]1>>[CH2:2]([CH2:3][n:4]1[c:5]([CH3:12])[n:6][cH:7][c:8]1[N+:9](=[O:10])[O-:11])[N:22]1[C:21](=[O:26])[C:20]([c:14]2[cH:15][cH:16][cH:17][cH:18][cH:19]2)([c:27]2[cH:28][cH:29][cH:30][cH:31][cH:32]2)[NH:24][C:23]1=[O:25]. Starting materials: Cc1cn[nH]c1, CN(C)C=O, O=C(c1cnc(Cl)nc1C(F)(F)F)N1Cc2cccn2Cc2ccccc21, [H-], [Na+]. The product is Cc1cnn(-c2ncc(C(=O)N3Cc4cccn4Cc4ccccc43)c(C(F)(F)F)n2)c1. RXN SMILES: [CH3:30][c:31]1[cH:32][n:33][nH:34][cH:35]1.[CH3:36][N:37]([CH3:38])[CH:39]=[O:40].[Cl:1][c:2]1[n:3][cH:4][c:5]([C:12](=[O:13])[N:14]2[CH2:15][c:16]3[n:17]([cH:25][cH:26][cH:27]3)[CH2:18][c:19]3[c:20]2[cH:21][cH:22][cH:23][cH:24]3)[c:6]([C:8]([F:9])([F:10])[F:11])[n:7]1.[H-:28].[Na+:29]>>[c:2]1(-[n:34]2[n:33][cH:32][c:31]([CH3:30])[cH:35]2)[n:3][cH:4][c:5]([C:12](=[O:13])[N:14]2[CH2:15][c:16]3[n:17]([cH:25][cH:26][cH:27]3)[CH2:18][c:19]3[c:20]2[cH:21][cH:22][cH:23][cH:24]3)[c:6]([C:8]([F:9])([F:10])[F:11])[n:7]1. Reactants: C1(CCCCC1)N=C=NC1CCCCC1 (dicyclohexylcarbodiimide), O=C1C2=CC=CC=C2NC=2C(=CC=CC12)C(=O)O (9,10-dihydro-9-oxo-4-acridinecarboxylic acid), ON1N=NC2=C1C=CC=C2 (1-hydroxybenzotriazole), BrCCCOC1=CC=C(C=C1)N (4-(3-Bromopropoxy)benzenamine). Solvent: CN(C)C=O (DMF). Conditions: time 10 minute. The product is BrCCCOC1=CC=C(C=C1)NC(=O)C1=CC=CC=2C(C3=CC=CC=C3NC12)=O (N-[4-(3-Bromopropoxy)phenyl]-9,10-dihydro-9-oxo-4-acridinecarboxamide). As a reaction SMILES: [O:1]=[C:2]1[C:15]2[CH:14]=[CH:13][CH:12]=[C:11]([C:16](O)=[O:17])[C:10]=2[NH:9][C:8]2[C:3]1=[CH:4][CH:5]=[CH:6][CH:7]=2.ON1C2C=CC=CC=2N=N1.[Br:29][CH2:30][CH2:31][CH2:32][O:33][C:34]1[CH:39]=[CH:38][C:37]([NH2:40])=[CH:36][CH:35]=1.C1(N=C=NC2CCCCC2)CCCCC1>CN(C=O)C>[Br:29][CH2:30][CH2:31][CH2:32][O:33][C:34]1[CH:39]=[CH:38][C:37]([NH:40][C:16]([C:11]2[C:10]3[NH:9][C:8]4[C:3](=[CH:4][CH:5]=[CH:6][CH:7]=4)[C:2](=[O:1])[C:15]=3[CH:14]=[CH:13][CH:12]=2)=[O:17])=[CH:36][CH:35]=1. Procedure details: A mixture of 9,10-dihydro-9-oxo-4-acridinecarboxylic acid (1.5 g) and 1-hydroxybenzotriazole (1.1 g) in DMF (50 ml) was stirred at room temperature for 10 min. The product of part (ii) above (1.5 g) was then added followed by dicyclohexylcarbodiimide (1.3 g), and the mixture was stirred at room temperature for 16 h and then filtered. The filtrate was concentrated in vacuo, treated with water and extracted with dichloromethane. The combined, dried organic extracts were concentrated to give the ti... Reactants: CC1=CC=C(OC2=C(C(=O)OC)C=CC=C2)C=C1 (methyl 2-(4-methylphenoxy)benzoate), BrN1C(CCC1=O)=O (N-bromosuccinimide), N(=NC(C#N)(C)C)C(C#N)(C)C (azobisisobutyronitrile). Run in C(Cl)(Cl)(Cl)Cl (carbon tetrachloride). Product: BrCC1=CC=C(OC2=C(C(=O)OC)C=CC=C2)C=C1 (methyl 2-(4-bromomethylphenoxy)benzoate). Isolated yield 9.7%. Reaction SMILES: [CH3:1][C:2]1[CH:18]=[CH:17][C:5]([O:6][C:7]2[CH:16]=[CH:15][CH:14]=[CH:13][C:8]=2[C:9]([O:11][CH3:12])=[O:10])=[CH:4][CH:3]=1.[Br:19]N1C(=O)CCC1=O.N(C(C)(C)C#N)=NC(C)(C)C#N>C(Cl)(Cl)(Cl)Cl>[Br:19][CH2:1][C:2]1[CH:18]=[CH:17][C:5]([O:6][C:7]2[CH:16]=[CH:15][CH:14]=[CH:13][C:8]=2[C:9]([O:11][CH3:12])=[O:10])=[CH:4][CH:3]=1. Reported procedure: A solution of 35.08 g of methyl 2-(4-methylphenoxy)benzoate, 25.7 g of N-bromosuccinimide, 0.57 g of azobisisobutyronitrile, and 1200 mL of carbon tetrachloride was refluxed for 3 hours. After cooling to room temperature the resulting suspension was filtered and then concentrated in vacuo to provide 4.51 g of crude methyl 2-(4-bromomethylphenoxy)benzoate which was used in a subsequent reaction without further purification; NMR (200 MHz, CDCl3): δ7.92 (d of d, 1H); 7.45 (t of d, 1H); 7.16 (m, 3H)...